This data is from the Open Reaction Database (ORD), a public repository of structured organic reaction records. The task is: describe an organic reaction: reactants, conditions, products, and yield The reactants are CC(C)(C)OC(=O)N1CCC(OCc2noc(-c3cc4c(CO)nccc4o3)n2)CC1, CO, ClCCl. Product: CC(C)(C)OC(=O)N1CCC(OCc2noc(-c3cc4c(C=O)nccc4o3)n2)CC1. As a reaction SMILES: [C:1]([CH3:2])([CH3:3])([CH3:4])[O:5][C:6](=[O:7])[N:8]1[CH2:9][CH2:10][CH:11]([O:14][CH2:15][c:16]2[n:17][o:18][c:19](-[c:21]3[cH:22][c:23]4[c:24]([CH2:30][OH:31])[n:25][cH:26][cH:27][c:28]4[o:29]3)[n:20]2)[CH2:12][CH2:13]1.[CH3:35][OH:36].[Cl:32][CH2:33][Cl:34]>>[C:1]([CH3:2])([CH3:3])([CH3:4])[O:5][C:6](=[O:7])[N:8]1[CH2:9][CH2:10][CH:11]([O:14][CH2:15][c:16]2[n:17][o:18][c:19](-[c:21]3[cH:22][c:23]4[c:24]([CH:30]=[O:31])[n:25][cH:26][cH:27][c:28]4[o:29]3)[n:20]2)[CH2:12][CH2:13]1. Reactants: ClC1=C(C(=CC=C1)Cl)N=C1NCCN1 (2-[(2,6-dichlorophenyl)imino]-imidazolidine), [OH-].[Na+] (caustic soda), S(O)(O)(=O)=O (sulfuric acid), S(=O)(=O)([O-])OOS(=O)(=O)[O-].[K+].[K+] (potassium persulfate). Solvent: O (water). Yields the product ClC1=C(C(=CC=C1)Cl)N=C1N(CCN1)O (2-[(2,6-dichlorophenyl)imino]-1-hydroxyimidazolidine). RXN SMILES: [Cl:1][C:2]1[CH:7]=[CH:6][CH:5]=[C:4]([Cl:8])[C:3]=1[N:9]=[C:10]1[NH:14][CH2:13][CH2:12][NH:11]1.S(=O)(=O)(O)[OH:16].S(OOS([O-])(=O)=O)([O-])(=O)=O.[K+].[K+].[OH-].[Na+]>O>[Cl:1][C:2]1[CH:7]=[CH:6][CH:5]=[C:4]([Cl:8])[C:3]=1[N:9]=[C:10]1[NH:11][CH2:12][CH2:13][N:14]1[OH:16] |f:2.3.4,5.6|. Reported procedure: 2.30 g. of 2-[(2,6-dichlorophenyl)imino]-imidazolidine are dissolved in 10 ml. of concentrated sulfuric acid, and 2.97 g. of potassium persulfate are added in portions at room temperature. The temperature is kept below 50° with a cooling bath. The dark solution is diluted with water and rendered highly alkaline with concentrated caustic soda solution. The unreacted starting material is extracted with ether. The aqueous solution is adjusted to pH 7 with glacial acetic acid and then with sodium bi... Reactants: COC(=O)c1ccc(C(=O)c2ccc(Br)cc2)cc1, C#C[Si](C)(C)C, C1CCOC1, CC(C)NC(C)C, [Cu]I, O. The product is COC(=O)c1ccc(C(=O)c2ccc(C#C[Si](C)(C)C)cc2)cc1. As a reaction SMILES: [Br:1][c:2]1[cH:3][cH:4][c:5]([C:6](=[O:7])[c:8]2[cH:9][cH:10][c:11]([C:12](=[O:13])[O:14][CH3:15])[cH:16][cH:17]2)[cH:18][cH:19]1.[C:20](#[CH:21])[Si:22]([CH3:23])([CH3:24])[CH3:25].[CH2:34]1[O:35][CH2:36][CH2:37][CH2:38]1.[CH:26]([NH:27][CH:28]([CH3:29])[CH3:30])([CH3:31])[CH3:32].[Cu:39][I:40].[OH2:33]>>[c:2]1([C:21]#[C:20][Si:22]([CH3:23])([CH3:24])[CH3:25])[cH:3][cH:4][c:5]([C:6](=[O:7])[c:8]2[cH:9][cH:10][c:11]([C:12](=[O:13])[O:14][CH3:15])[cH:16][cH:17]2)[cH:18][cH:19]1. Starting materials: COC1=C2C(=CC=3C4=CC(=CC=C4NC13)C(=O)OCC)C=1C=C(C=CC1N2)C(=O)OCC (diethyl 6-methoxy-5,7-dihydroindolo[2,3-b]carbazole-2,10-dicarboxylate), [OH-].[K+] (KOH), Cl (HCl). The solvent is CCO.O.C1CCOC1 (EtOH H2O THF). Conditions: temperature 95 celsius, time 5 hour. The product is COC1=C2C(=CC=3C4=CC(=CC=C4NC13)C(=O)O)C=1C=C(C=CC1N2)C(=O)O (6-methoxy-5,7-dihydroindolo[2,3-b]carbazole-2,10-dicarboxylic acid). Isolated yield 95.4%. RXN SMILES: [CH3:1][O:2][C:3]1[C:15]2[NH:14][C:13]3[C:8](=[CH:9][C:10]([C:16]([O:18]CC)=[O:17])=[CH:11][CH:12]=3)[C:7]=2[CH:6]=[C:5]2[C:21]3[CH:22]=[C:23]([C:28]([O:30]CC)=[O:29])[CH:24]=[CH:25][C:26]=3[NH:27][C:4]=12.[OH-].[K+].Cl>CCO.O.C1COCC1>[CH3:1][O:2][C:3]1[C:15]2[NH:14][C:13]3[C:8](=[CH:9][C:10]([C:16]([OH:18])=[O:17])=[CH:11][CH:12]=3)[C:7]=2[CH:6]=[C:5]2[C:21]3[CH:22]=[C:23]([C:28]([OH:30])=[O:29])[CH:24]=[CH:25][C:26]=3[NH:27][C:4]=12 |f:1.2,4.5.6|. Procedure details: A mixture of diethyl 6-methoxy-5,7-dihydroindolo[2,3-b]carbazole-2,10-dicarboxylate (10 g, 23.23 mmol) and KOH (3.7 g) in EtOH/H2O/THF(120/40/10 mL) was heated to 90-100° C. under Ar and stirred for 4-6 h until all starting material disappeared. The reaction mixture was neutralized with 1N aq. HCl. The white ppt was collected by filtration and washed with small amount of water, dried under vacuum to give 6-methoxy-5,7-dihydroindolo[2,3-b]carbazole-2,10-dicarboxylic acid (8.3 g, 95%). Starting materials: [BH4-], Cc1ccccc1, Nc1ccccc1C(=O)O, [Na+], Cc1ccc(S(=O)(=O)O)cc1, O=Cc1c[nH]c2ncccc12. Yields the product O=C(O)c1ccccc1NCc1c[nH]c2ncccc12. As a reaction SMILES: [BH4-:33].[CH3:35][c:36]1[cH:37][cH:38][cH:39][cH:40][cH:41]1.[NH2:1][c:2]1[cH:3][cH:4][cH:5][cH:6][c:7]1[C:8]([OH:9])=[O:10].[Na+:34].[c:22]1([CH3:23])[cH:24][cH:25][c:26]([S:27]([OH:28])(=[O:29])=[O:30])[cH:31][cH:32]1.[nH:11]1[cH:12][c:13]([CH:20]=[O:21])[c:14]2[c:15]1[n:16][cH:17][cH:18][cH:19]2>>[NH:1]([c:2]1[cH:3][cH:4][cH:5][cH:6][c:7]1[C:8]([OH:9])=[O:10])[CH2:20][c:13]1[cH:12][nH:11][c:15]2[c:14]1[cH:19][cH:18][cH:17][n:16]2. The reactants are [Li+].C[Si](C)(C)[N-][Si](C)(C)C (LiHMDS), NC1=CC=CC=C1 (aniline), BrC1=C(C=CC(=C1F)[N+](=O)[O-])F (2-bromo-1,3-difluoro-4-nitrobenzene). Run in C1CCOC1 (THF), C1CCOC1 (THF). Run at temperature -78 celsius, time 10 minute. Yields the product BrC1=C(C(=CC=C1F)[N+](=O)[O-])NC1=CC=CC=C1 ((2-Bromo-3-fluoro-6-nitrophenyl)phenylamine). Isolated yield 91.8%. As a reaction SMILES: [Li+].C[Si]([N-][Si](C)(C)C)(C)C.[NH2:11][C:12]1[CH:17]=[CH:16][CH:15]=[CH:14][CH:13]=1.[Br:18][C:19]1[C:24](F)=[C:23]([N+:26]([O-:28])=[O:27])[CH:22]=[CH:21][C:20]=1[F:29]>C1COCC1>[Br:18][C:19]1[C:20]([F:29])=[CH:21][CH:22]=[C:23]([N+:26]([O-:28])=[O:27])[C:24]=1[NH:11][C:12]1[CH:17]=[CH:16][CH:15]=[CH:14][CH:13]=1 |f:0.1|. Procedure: LiHMDS (1.0M in THF, 16.8 mL, 16.8 mmol) was added dropwise to a stirred solution of aniline (821 mg, 8.80 mmol) in anhydrous THF (20 mL) under a nitrogen atmosphere at −78° C. After 10 min stirring at −78° C., a solution of 2-bromo-1,3-difluoro-4-nitrobenzene (2.0 g, 8.40 mmol) in THF (10 mL) was added and stirring at −78° C. was continued for 30 min. The reaction mixture was quenched by addition of water and extracted with EtOAc (×3). The combined organic fractions were washed with brine, drie... The reactants are NOS(=O)(=O)O, [Na+], [OH-], O, Cc1nc2cc(C(c3ccccc3)n3ccnc3)ccc2[nH]c1=O. Reaction SMILES: [NH2:27][O:28][S:29]([OH:30])(=[O:31])=[O:32].[Na+:26].[OH-:25].[OH2:33].[n:1]1([CH:6]([c:7]2[cH:8][c:9]3[n:10][c:11]([CH3:18])[c:12](=[O:17])[nH:13][c:14]3[cH:15][cH:16]2)[c:19]2[cH:20][cH:21][cH:22][cH:23][cH:24]2)[cH:2][n:3][cH:4][cH:5]1>>[n:1]1([CH:6]([c:7]2[cH:8][c:9]3[n:10][c:11]([CH3:18])[c:12](=[O:17])[n:13]([NH2:27])[c:14]3[cH:15][cH:16]2)[c:19]2[cH:20][cH:21][cH:22][cH:23][cH:24]2)[cH:2][n:3][cH:4][cH:5]1. Yields the product Cc1nc2cc(C(c3ccccc3)n3ccnc3)ccc2n(N)c1=O.